From a dataset of the Open Reaction Database (ORD), a public repository of structured organic reaction records. describe an organic reaction: reactants, conditions, products, and yield Starting materials: BrC1=CN=C2NC=NC(=C21)Cl (5-bromo-4-chloro-1H-pyrrolo[2,3-d]pyrimidine), OCCC1CCN(CC1)C(=O)OC(C)(C)C (1,1-dimethylethyl 4-(2-hydroxyethyl)-1-piperidinecarboxylate), C1(=CC=CC=C1)P(C1=CC=CC=C1)C1=CC=CC=C1 (triphenylphosphine), CCOC(=O)/N=N/C(=O)OCC (DEAD). The solvent is O1CCCC1 (Tetrahydrofuran). Reaction conditions: time 8 hour. Product: BrC1=CN(C=2N=CN=C(C21)Cl)CCC2CCN(CC2)C(=O)OC(C)(C)C (1,1-dimethylethyl 4-[2-(5-bromo-4-chloro-7H-pyrrolo[2,3-d]pyrimidin-7-yl)ethyl]-1-piperidinecarboxylate). Yield: 85.4%. Reaction SMILES: [Br:1][C:2]1[C:10]2[C:5]([NH:6][CH:7]=[N:8][C:9]=2[Cl:11])=[N:4][CH:3]=1.O[CH2:13][CH2:14][CH:15]1[CH2:20][CH2:19][N:18]([C:21]([O:23][C:24]([CH3:27])([CH3:26])[CH3:25])=[O:22])[CH2:17][CH2:16]1.C1(P(C2C=CC=CC=2)C2C=CC=CC=2)C=CC=CC=1.CCOC(/N=N/C(OCC)=O)=O>O1CCCC1>[Br:1][C:2]1[C:10]2[C:9]([Cl:11])=[N:8][CH:7]=[N:6][C:5]=2[N:4]([CH2:13][CH2:14][CH:15]2[CH2:16][CH2:17][N:18]([C:21]([O:23][C:24]([CH3:25])([CH3:27])[CH3:26])=[O:22])[CH2:19][CH2:20]2)[CH:3]=1. Procedure details: To 5-bromo-4-chloro-1H-pyrrolo[2,3-d]pyrimidine (200 mg, 0.860 mmol) in Tetrahydrofuran (THF) (10 mL) was added 1,1-dimethylethyl 4-(2-hydroxyethyl)-1-piperidinecarboxylate (592 mg, 2.58 mmol) and polymer bound triphenylphosphine (574 mg, 1.721 mmol) resin. To the mixture was then added dropwise DEAD (0.272 mL, 1.721 mmol). The stir bar was then removed from the reaction and the reaction was then placed on to a horizontal shaker and the reaction was agitated at room temp overnight. The resin was... Reactants: C(C1=CC=CC=C1)N1CC=2N=CN=C(C2CC1)NC1=CC=CC=C1 (7-Benzyl-5,6,7,8-tetrahydro-N-phenylpyrido[3,4-d]pyrimidin-4-amine). The reagents and catalysts are [OH-].[Pd+2].[OH-] (palladium hydroxide). The solvent is CO (methanol). Conditions: time 1 day. The product is C1(=CC=CC=C1)NC=1C2=C(N=CN1)CNCC2 (5,6,7,8-Tetrahydro-N-phenylpyrido[3,4-d]pyrimidin-4-amine). The yield is 110.5%. Reaction SMILES: C([N:8]1[CH2:17][CH2:16][C:15]2[C:14]([NH:18][C:19]3[CH:24]=[CH:23][CH:22]=[CH:21][CH:20]=3)=[N:13][CH:12]=[N:11][C:10]=2[CH2:9]1)C1C=CC=CC=1>CO.[OH-].[Pd+2].[OH-]>[C:19]1([NH:18][C:14]2[C:15]3[CH2:16][CH2:17][NH:8][CH2:9][C:10]=3[N:11]=[CH:12][N:13]=2)[CH:20]=[CH:21][CH:22]=[CH:23][CH:24]=1 |f:2.3.4|. Reported procedure: 7-Benzyl-5,6,7,8-tetrahydro-N-phenylpyrido[3,4-d]pyrimidin-4-amine (1.5 g, 3.8 mmol) was dissolved in methanol (25 mL) and palladium hydroxide was added (1.5 g, 20% wt). The mixture was shaken on a Parr Shaker under H2(g) atmosphere (60 PSI) for 1 day. The mixture was filtered through celite and evaporated to give 0.95 g of material as a yellow solid (quant.), which was used as such for the next step.